This data is from the Open Reaction Database (ORD), a public repository of structured organic reaction records. The task is: describe an organic reaction: reactants, conditions, products, and yield The reactants are C(C)(C)(C)OC(=O)N1CCS(CC(C1)=O)(=O)=O (4-N-(t-Butyloxycarbonyl)-1,1-dioxo -2,3,4,5,6,7-hexahydro-1,4-thiazepin-6-one), ClC1=C(C=O)C=CC=C1Cl (2,3-dichlorobenzaldehyde), N\C(=C/C(=O)OCCN(C)CC1=CC=CC=C1)\C (2-(N-benzyl-N-methylamino)ethyl 3-aminocrotonate). The solvent is C(C)O (ethanol). Product: C(C)(C)(C)OC(=O)N1CCS(C2C(C1)(NC(=C(C2C2=C(C(=CC=C2)Cl)Cl)C(=O)OCCN(C)CC2=CC=CC=C2)C)O)(=O)=O (2-(N-benzyl-N-methylamino)ethyl 4-t-butyloxycarbonyl -9-(2,3-dichlorophenyl)-1,1-dioxo-5a -hydroxy-2,3,4,5,5a,6,9,9a-octahydro-7-methylpyrido[2,3-f][1,4]thiazepine-8-carboxylate). Yield: 50.3%. RXN SMILES: [C:1]([O:5][C:6]([N:8]1[CH2:14][C:13](=[O:15])[CH2:12][S:11](=[O:17])(=[O:16])[CH2:10][CH2:9]1)=[O:7])([CH3:4])([CH3:3])[CH3:2].[Cl:18][C:19]1[C:26]([Cl:27])=[CH:25][CH:24]=[CH:23][C:20]=1[CH:21]=O.[NH2:28]/[C:29](/[CH3:45])=[CH:30]\[C:31]([O:33][CH2:34][CH2:35][N:36]([CH2:38][C:39]1[CH:44]=[CH:43][CH:42]=[CH:41][CH:40]=1)[CH3:37])=[O:32]>C(O)C>[C:1]([O:5][C:6]([N:8]1[CH2:14][C:13]2([OH:15])[NH:28][C:29]([CH3:45])=[C:30]([C:31]([O:33][CH2:34][CH2:35][N:36]([CH2:38][C:39]3[CH:40]=[CH:41][CH:42]=[CH:43][CH:44]=3)[CH3:37])=[O:32])[CH:21]([C:20]3[CH:23]=[CH:24][CH:25]=[C:26]([Cl:27])[C:19]=3[Cl:18])[CH:12]2[S:11](=[O:16])(=[O:17])[CH2:10][CH2:9]1)=[O:7])([CH3:4])([CH3:2])[CH3:3]. Procedure: A mixture of 4-N-(t-butyloxycarbonyl)-1,1-dioxo-2,3,4,5,6,7-hexahydro-1,4-thiazepin-6-one (8.39 g, 31.9 mmole) from Example 6, 2,3-dichlorobenzaldehyde (5.58 g, 31.9 mmole) and 2-(N-benzyl-N-methylamino)ethyl 3-aminocrotonate (7.91 31.9 mmole) were heated to reflux in 40 mL of ethanol for 17 hours. The reaction was cooled to room temperature, filtered, and the solid washed with 50 mL of ether to obtain the title compound (10.72 g, 50% yield) D.C.I.M.S. (M+H) 668. Reaction SMILES: [Br:1][c:2]1[cH:3][c:4]2[c:5]([CH:14]3[CH2:15][CH2:16][N:17]([S:20](=[O:21])(=[O:22])[CH:23]([CH3:24])[CH3:25])[CH2:18][CH2:19]3)[cH:6][nH:7][c:8]2[c:9]([C:11](=[O:12])[NH2:13])[cH:10]1.[C:42](=[O:43])([O-:44])[O-:45].[CH3:26][C:27]1([CH3:28])[C:29]([CH3:30])([CH3:31])[O:32][B:33]([c:34]2[cH:35][c:36]([CH:39]=[O:40])[s:37][cH:38]2)[O:41]1.[Cs+:46].[Cs+:47].[cH:48]1[cH:49][cH:50][c:51]([P:52]([Pd:53]([P:54]([c:55]2[cH:56][cH:57][cH:58][cH:59][cH:60]2)([c:61]2[cH:62][cH:63][cH:64][cH:65][cH:66]2)[c:67]2[cH:68][cH:69][cH:70][cH:71][cH:72]2)([P:73]([c:74]2[cH:75][cH:76][cH:77][cH:78][cH:79]2)([c:80]2[cH:81][cH:82][cH:83][cH:84][cH:85]2)[c:86]2[cH:87][cH:88][cH:89][cH:90][cH:91]2)[P:92]([c:93]2[cH:94][cH:95][cH:96][cH:97][cH:98]2)([c:99]2[cH:100][cH:101][cH:102][cH:103][cH:104]2)[c:105]2[cH:106][cH:107][cH:108][cH:109][cH:110]2)([c:111]2[cH:112][cH:113][cH:114][cH:115][cH:116]2)[c:117]2[cH:118][cH:119][cH:120][cH:121][cH:122]2)[cH:123][cH:124]1>>[c:2]1(-[c:34]2[cH:35][c:36]([CH:39]=[O:40])[s:37][cH:38]2)[cH:3][c:4]2[c:5]([CH:14]3[CH2:15][CH2:16][N:17]([S:20](=[O:21])(=[O:22])[CH:23]([CH3:24])[CH3:25])[CH2:18][CH2:19]3)[cH:6][nH:7][c:8]2[c:9]([C:11](=[O:12])[NH2:13])[cH:10]1. Product: CC(C)S(=O)(=O)N1CCC(c2c[nH]c3c(C(N)=O)cc(-c4csc(C=O)c4)cc23)CC1. The reactants are CC(C)S(=O)(=O)N1CCC(c2c[nH]c3c(C(N)=O)cc(Br)cc23)CC1, O=C([O-])[O-], CC1(C)OB(c2csc(C=O)c2)OC1(C)C, [Cs+], [Cs+], c1ccc(P(c2ccccc2)(c2ccccc2)[Pd](P(c2ccccc2)(c2ccccc2)c2ccccc2)(P(c2ccccc2)(c2ccccc2)c2ccccc2)P(c2ccccc2)(c2ccccc2)c2ccccc2)cc1. RXN SMILES: [Br:1][c:2]1[c:3]([F:17])[cH:4][c:5]([N+:14]([O-:11])=[O:12])[c:6]([CH2:8][C:9](=[O:10])[O:13][CH2:15][CH3:16])[cH:7]1.[C:19]([OH:20])(=[O:21])[CH3:22].[Fe:18]>>[Br:1][c:2]1[c:3]([F:17])[cH:4][c:5]2[c:6]([cH:7]1)[CH2:8][C:9](=[O:10])[NH:14]2. Product: O=C1Cc2cc(Br)c(F)cc2N1. Starting materials: CCOC(=O)Cc1cc(Br)c(F)cc1[N+](=O)[O-], CC(=O)O, [Fe]. The reactants are CC(C)(O)c1ccc2c(c1)C(=CCCBr)c1cccnc1CO2, O=C([O-])[O-], CC#N, CCOC(C)=O, N#CC1(Nc2ccc(Cl)cc2)CCNCC1, [K+], [K+], O. The product is CC(C)(O)c1ccc2c(c1)C(=CCCN1CCC(C#N)(Nc3ccc(Cl)cc3)CC1)c1cccnc1CO2. Reaction SMILES: [Br:1][CH2:2][CH2:3][CH:4]=[C:5]1[c:6]2[c:7]([cH:16][cH:17][c:18]([C:20]([CH3:21])([CH3:22])[OH:23])[cH:19]2)[O:8][CH2:9][c:10]2[c:11]1[cH:12][cH:13][cH:14][n:15]2.[C:24](=[O:25])([O-:26])[O-:27].[CH3:47][C:48]#[N:49].[CH3:50][CH2:51][O:52][C:53](=[O:54])[CH3:55].[Cl:30][c:31]1[cH:32][cH:33][c:34]([NH:37][C:38]2([C:44]#[N:45])[CH2:39][CH2:40][NH:41][CH2:42][CH2:43]2)[cH:35][cH:36]1.[K+:28].[K+:29].[OH2:46]>>[CH2:2]([CH2:3][CH:4]=[C:5]1[c:6]2[c:7]([cH:16][cH:17][c:18]([C:20]([CH3:21])([CH3:22])[OH:23])[cH:19]2)[O:8][CH2:9][c:10]2[c:11]1[cH:12][cH:13][cH:14][n:15]2)[N:41]1[CH2:40][CH2:39][C:38]([NH:37][c:34]2[cH:33][cH:32][c:31]([Cl:30])[cH:36][cH:35]2)([C:44]#[N:45])[CH2:43][CH2:42]1. Starting materials: C([O-])([O-])=O.[Cs+].[Cs+] (cesium carbonate), C(C)OC(=O)[C@@H]1[C@H](C1)C1=CC=C(C=C1)O[C@@H]1CCC2=C(C=CC(=C12)F)OC1=CC=C(C=C1)O ((1S,2S)-2-{4-[(R)-7-Fluoro-4-(4-hydroxy-phenoxy)-indan-1-yloxy]-phenyl}-cyclopropanecarboxylic acid ethyl ester), OC(CCOS(=O)(=O)C1=CC=C(C=C1)C)(C)C (toluene-4-sulfonic acid 3-hydroxy-3-methyl-butyl ester), C(C)OC(=O)[C@@H]1[C@H](C1)C1=CC=C(C=C1)O[C@@H]1CCC2=C(C=CC(=C12)F)OC1=CC=C(C=C1)O ((1S,2S)-2-{4-[(R)-7-Fluoro-4-(4-hydroxy-phenoxy)-indan-1-yloxy]-phenyl}-cyclopropanecarboxylic acid ethyl ester), OC(CCOS(=O)(=O)C1=CC=C(C=C1)C)(C)C (toluene-4-sulfonic acid 3-hydroxy-3-methyl-butyl ester). Run in C(C)(=O)OCC (ethyl acetate), CN(C=O)C (N,N-dimethylformamide). Run at time 8 hour. Yields the product C(C)OC(=O)[C@@H]1[C@H](C1)C1=CC=C(C=C1)O[C@@H]1CCC2=C(C=CC(=C12)F)OC1=CC=C(C=C1)OCCC(C)(C)O ((1S,2S)-2-(4-{(R)-7-Fluoro-4-[4-(3-hydroxy-3-methyl-butoxy)-phenoxy]-indan-1-yloxy}-phenyl)-cyclopropanecarboxylic acid ethyl ester). Reaction SMILES: [CH2:1]([O:3][C:4]([C@H:6]1[CH2:8][C@@H:7]1[C:9]1[CH:14]=[CH:13][C:12]([O:15][C@H:16]2[C:24]3[C:19](=[C:20]([O:26][C:27]4[CH:32]=[CH:31][C:30]([OH:33])=[CH:29][CH:28]=4)[CH:21]=[CH:22][C:23]=3[F:25])[CH2:18][CH2:17]2)=[CH:11][CH:10]=1)=[O:5])[CH3:2].[OH:34][C:35]([CH3:50])([CH3:49])[CH2:36][CH2:37]OS(C1C=CC(C)=CC=1)(=O)=O.C(=O)([O-])[O-].[Cs+].[Cs+]>CN(C)C=O.C(OCC)(=O)C>[CH2:1]([O:3][C:4]([C@H:6]1[CH2:8][C@@H:7]1[C:9]1[CH:10]=[CH:11][C:12]([O:15][C@H:16]2[C:24]3[C:19](=[C:20]([O:26][C:27]4[CH:32]=[CH:31][C:30]([O:33][CH2:37][CH2:36][C:35]([OH:34])([CH3:50])[CH3:49])=[CH:29][CH:28]=4)[CH:21]=[CH:22][C:23]=3[F:25])[CH2:18][CH2:17]2)=[CH:13][CH:14]=1)=[O:5])[CH3:2] |f:2.3.4|. Reported procedure: (1S,2S)-2-{4-[(R)-7-Fluoro-4-(4-hydroxy-phenoxy)-indan-1-yloxy]-phenyl}-cyclopropanecarboxylic acid ethyl ester (Intermediate 7, 47 mg, 0.10 mmol), toluene-4-sulfonic acid 3-hydroxy-3-methyl-butyl ester (Intermediate 10, 54 mg, 0.21 mmol), and cesium carbonate (107 mg, 0.21 mmol) are suspended in dry N,N-dimethylformamide (2 mL) and stirred overnight. The mixture is diluted with ethyl acetate, washed with water, dried and the solvent removed. The residue is purified by flash chromatography (grad... The reactants are [BH4-], CCOCc1nc2cnc3ccccc3c2n1N=CCC(C)C, CO, [Na+]. Product: CCOCc1nc2cnc3ccccc3c2n1NCCC(C)C. As a reaction SMILES: [BH4-:24].[CH2:1]([CH3:2])[O:3][CH2:4][c:5]1[n:6]([N:18]=[CH:19][CH2:20][CH:21]([CH3:22])[CH3:23])[c:7]2[c:8]([cH:9][n:10][c:11]3[cH:12][cH:13][cH:14][cH:15][c:16]23)[n:17]1.[CH3:26][OH:27].[Na+:25]>>[CH2:1]([CH3:2])[O:3][CH2:4][c:5]1[n:6]([NH:18][CH2:19][CH2:20][CH:21]([CH3:22])[CH3:23])[c:7]2[c:8]([cH:9][n:10][c:11]3[cH:12][cH:13][cH:14][cH:15][c:16]23)[n:17]1. The reactants are CCC(c1ccccc1)N1Cc2cc3c(cc2CC1C(=O)NC(Cc1ccc(-c2ccc(OC)cc2)cc1)C(=O)OC)N(C)C(=O)C(c1ccc(O)cc1)O3, CCC(c1ccccc1)N1Cc2cc3c(cc2CC1C(=O)NC(Cc1ccc(-c2ccc(OC)cc2)cc1)C(=O)OC)N(C)C(=O)C(c1ccc(OCc2ccc(Cl)c(Cl)c2)cc1)O3. The product is CCC(c1ccccc1)N1Cc2cc3c(cc2CC1C(=O)NC(Cc1ccc(-c2ccc(OC)cc2)cc1)C(=O)O)N(C)C(=O)C(c1ccc(OCc2ccc(Cl)c(Cl)c2)cc1)O3. As a reaction SMILES: [CH3:1][O:2][C:3](=[O:4])[CH:5]([NH:6][C:7]([CH:8]1[CH2:9][c:10]2[cH:11][c:12]3[c:13]([cH:27][c:28]2[CH2:29][N:30]1[CH:31]([c:32]1[cH:33][cH:34][cH:35][cH:36][cH:37]1)[CH2:38][CH3:39])[O:14][CH:15]([c:16]1[cH:17][cH:18][c:19]([OH:20])[cH:21][cH:22]1)[C:23](=[O:24])[N:25]3[CH3:26])=[O:40])[CH2:41][c:42]1[cH:43][cH:44][c:45](-[c:46]2[cH:47][cH:48][c:49]([O:50][CH3:51])[cH:52][cH:53]2)[cH:54][cH:55]1.[CH3:56][O:57][C:58]([CH:59]([CH2:60][c:61]1[cH:62][cH:63][c:64](-[c:67]2[cH:68][cH:69][c:70]([O:73][CH3:74])[cH:71][cH:72]2)[cH:65][cH:66]1)[NH:75][C:76](=[O:77])[CH:78]1[N:79]([CH:110]([CH2:111][CH3:112])[c:113]2[cH:114][cH:115][cH:116][cH:117][cH:118]2)[CH2:80][c:81]2[cH:82][c:83]3[c:88]([cH:89][c:90]2[CH2:91]1)[N:87]([CH3:92])[C:86](=[O:93])[CH:85]([c:94]1[cH:95][cH:96][c:97]([O:100][CH2:101][c:102]2[cH:103][c:104]([Cl:109])[c:105]([Cl:108])[cH:106][cH:107]2)[cH:98][cH:99]1)[O:84]3)=[O:119]>>[O:57]=[C:58]([CH:59]([CH2:60][c:61]1[cH:62][cH:63][c:64](-[c:67]2[cH:68][cH:69][c:70]([O:73][CH3:74])[cH:71][cH:72]2)[cH:65][cH:66]1)[NH:75][C:76](=[O:77])[CH:78]1[N:79]([CH:110]([CH2:111][CH3:112])[c:113]2[cH:114][cH:115][cH:116][cH:117][cH:118]2)[CH2:80][c:81]2[cH:82][c:83]3[c:88]([cH:89][c:90]2[CH2:91]1)[N:87]([CH3:92])[C:86](=[O:93])[CH:85]([c:94]1[cH:95][cH:96][c:97]([O:100][CH2:101][c:102]2[cH:103][c:104]([Cl:109])[c:105]([Cl:108])[cH:106][cH:107]2)[cH:98][cH:99]1)[O:84]3)[OH:119].